Dataset: the Open Reaction Database (ORD), a public repository of structured organic reaction records. Task: describe an organic reaction: reactants, conditions, products, and yield The reactants are COC=1C=CC2=C(CCCCC2(O)C2=CC(=C(C(=C2)OC)OC)OC)C1 (2-Methoxy-5-(3,4,5-trimethoxy-phenyl)-6,7,8,9-tetrahydro-benzocyclohepten-5-ol). The solvent is C(C)(=O)O (acetic acid), O (water). The product is COC1=CC2=C(C(=CCCC2)C2=CC(=C(C(=C2)OC)OC)OC)C=C1 (3-Methoxy-9-(3,4,5-trimethoxy-phenyl)-6,7-dihydro-5H-benzocycloheptene). Yield: 90.9%. Reaction SMILES: [CH3:1][O:2][C:3]1[CH:4]=[CH:5][C:6]2[C:12]([C:14]3[CH:19]=[C:18]([O:20][CH3:21])[C:17]([O:22][CH3:23])=[C:16]([O:24][CH3:25])[CH:15]=3)(O)[CH2:11][CH2:10][CH2:9][CH2:8][C:7]=2[CH:26]=1>C(O)(=O)C.O>[CH3:1][O:2][C:3]1[CH:4]=[CH:5][C:6]2[C:12]([C:14]3[CH:15]=[C:16]([O:24][CH3:25])[C:17]([O:22][CH3:23])=[C:18]([O:20][CH3:21])[CH:19]=3)=[CH:11][CH2:10][CH2:9][CH2:8][C:7]=2[CH:26]=1. Procedure: A mixture of the 32 (800 mg, 2.23 mmol) in 20 mL of acetic acid and 100 mL of water, taken in a 250 mL round bottom flask were refluxed for 12 h. The reaction mixture was cooled and extracted with dichloromethane (3×25 mL) and the combined organic phases were dried over magnesium sulfate. The solvent evaporated and the crude product was purified by flash column chromatography (10:90 EtOAc:Hexanes), to afford 690 mg (91%) of 2 as white crystals. Rf: 0.43 (30:70, EtOAc:Hexanes). The reactants are C(C)OC(CCCOC1=C(C(=CC=C1)CCCCCCOC=1C=C(C=C(C1)COC)C1=CC=C(C=C1)S(=O)(=O)C)CCC(=O)OCC)=O (4-{2-(2-ethoxycarbonyl-ethyl)-3-[6-(4′-methanesulfonyl-5-methoxymethyl-biphenyl-3-yloxy)-hexyl]-phenoxy}-butyric acid ethyl ester), [OH-].[Na+] (sodium hydroxide). Run in C1CCOC1 (THF), C(C)O (ethanol). Reaction conditions: time 5 hour. Yields the product C(=O)(O)CCC1=C(OCCCC(=O)O)C=CC=C1CCCCCCOC=1C=C(C=C(C1)COC)C1=CC=C(C=C1)S(=O)(=O)C (4-[2-(2-carboxy-ethyl)-3-[6-(-4′-methanesulfonyl-5-methoxymethyl-biphenyl-3-yloxy)-hexyl]-phenoxy]-butyric acid). Isolated yield 92.4%. As a reaction SMILES: C([O:3][C:4](=[O:48])[CH2:5][CH2:6][CH2:7][O:8][C:9]1[CH:14]=[CH:13][CH:12]=[C:11]([CH2:15][CH2:16][CH2:17][CH2:18][CH2:19][CH2:20][O:21][C:22]2[CH:23]=[C:24]([C:31]3[CH:36]=[CH:35][C:34]([S:37]([CH3:40])(=[O:39])=[O:38])=[CH:33][CH:32]=3)[CH:25]=[C:26]([CH2:28][O:29][CH3:30])[CH:27]=2)[C:10]=1[CH2:41][CH2:42][C:43]([O:45]CC)=[O:44])C.[OH-].[Na+]>C1COCC1.C(O)C>[C:43]([CH2:42][CH2:41][C:10]1[C:11]([CH2:15][CH2:16][CH2:17][CH2:18][CH2:19][CH2:20][O:21][C:22]2[CH:23]=[C:24]([C:31]3[CH:36]=[CH:35][C:34]([S:37]([CH3:40])(=[O:38])=[O:39])=[CH:33][CH:32]=3)[CH:25]=[C:26]([CH2:28][O:29][CH3:30])[CH:27]=2)=[CH:12][CH:13]=[CH:14][C:9]=1[O:8][CH2:7][CH2:6][CH2:5][C:4]([OH:48])=[O:3])([OH:45])=[O:44] |f:1.2|. Procedure: To a solution of the 4-{2-(2-ethoxycarbonyl-ethyl)-3-[6-(4′-methanesulfonyl-5-methoxymethyl-biphenyl-3-yloxy)-hexyl]-phenoxy}-butyric acid ethyl ester (195 mg, 0.29 mmol) in THF (5 mL) and ethanol (5 mL) was added aqueous 1.0 N sodium hydroxide (3 mL) at room temperature. The resulting suspension was stirred for 5 h at room temperature at which time TLC analysis of the mixture indicated the absence of starting material. Then, the reaction mixture was concentrated and the residue was diluted with... As a reaction SMILES: C(OC(=O)[N:7]([CH2:12][CH2:13][C:14]1[N:19]=[C:18]([NH:20]CC2C=CC=CC=2)[C:17]2[NH:28][C:29](=[O:38])[N:30]([CH2:31][C:32]3[CH:37]=[CH:36][CH:35]=[CH:34][CH:33]=3)[C:16]=2[CH:15]=1)[CH2:8][CH2:9][O:10][CH3:11])(C)(C)C.O.C([O-])(O)=O.[Na+]>S(=O)(=O)(O)O>[NH2:20][C:18]1[C:17]2[NH:28][C:29](=[O:38])[N:30]([CH2:31][C:32]3[CH:37]=[CH:36][CH:35]=[CH:34][CH:33]=3)[C:16]=2[CH:15]=[C:14]([CH2:13][CH2:12][NH:7][CH2:8][CH2:9][O:10][CH3:11])[N:19]=1 |f:2.3|. Starting materials: O (Water), C(C)(C)(C)OC(N(CCOC)CCC1=CC2=C(C(=N1)NCC1=CC=CC=C1)NC(N2CC2=CC=CC=C2)=O)=O ([2-(1-Benzyl-4-benzylamino-2-oxo-2,3-dihydro-1H-imidazo[4,5-c]pyridine-6-yl)-ethyl]-(2-methoxy-ethyl)-carbamic acid tert-butyl ester), C(=O)(O)[O-].[Na+] (NaHCO3). Run in S(O)(O)(=O)=O (sulphuric acid). Product: NC1=NC(=CC2=C1NC(N2CC2=CC=CC=C2)=O)CCNCCOC (4-Amino-1-benzyl-6-[2-(2-methoxy-ethylamino)-ethyl]-1,3-dihydro-imidazo[4,5-c]pyridine-2-one). Isolated yield 10.3%. Procedure: [2-(1-Benzyl-4-benzylamino-2-oxo-2,3-dihydro-1H-imidazo[4,5-c]pyridine-6-yl)-ethyl]-(2-methoxy-ethyl)-carbamic acid tert-butyl ester (64 mg, 0.12 mmol) was stirred in concentrated sulphuric acid (2 ml) for 30 minutes. Water (5 ml) was added and the mixture added drop-wise to a stirred solution of saturated NaHCO3 to achieve a basic pH. The aqueous was extracted with 2×EtOAc and the combined organics dried and concentrated to afford a yellow solid. The mixture of isomers was separated by column c... The reactants are O (water), S(O)(O)(=O)=O (sulphuric acid), OC(CC=1C=C(C=CC1)CC(=O)O)(C)C ([3-(2-hydroxy-2-methylpropyl)-phenyl]-acetic acid), ClCC#N (chloroacetonitrile). Run in C(C)(=O)O (acetic acid). The product is ClCC(=O)NC(CC=1C=C(C=CC1)CC(=O)O)(C)C ({3-[2-(2-chloro-acetylamino)-2-methyl-propyl]-phenyl}-acetic acid). As a reaction SMILES: S(=O)(=O)(O)O.O[C:7]([CH3:20])([CH3:19])[CH2:8][C:9]1[CH:10]=[C:11]([CH2:15][C:16]([OH:18])=[O:17])[CH:12]=[CH:13][CH:14]=1.[Cl:21][CH2:22][C:23]#[N:24].[OH2:25]>C(O)(=O)C>[Cl:21][CH2:22][C:23]([NH:24][C:7]([CH3:20])([CH3:19])[CH2:8][C:9]1[CH:10]=[C:11]([CH2:15][C:16]([OH:18])=[O:17])[CH:12]=[CH:13][CH:14]=1)=[O:25]. Procedure: Concentrated sulphuric acid (21 ml) was added dropwise to a solution of [3-(2-hydroxy-2-methylpropyl)-phenyl]-acetic acid (Preparation 49) (10.6 g, 51.0 mmol) and chloroacetonitrile (4.8 ml, 76.0 mmol) in glacial acetic acid (16 ml) at 0° C. The reaction was allowed to warm to room temperature and after 2 hours was poured onto iced water (500 ml). The aqueous was extracted with ethyl acetate (2×250 ml) and the combined organics washed with brine (50 ml), dried (sodium sulfate), and the solvent r...